This data is from the Open Reaction Database (ORD), a public repository of structured organic reaction records. The task is: describe an organic reaction: reactants, conditions, products, and yield The product is COc1cc(OCc2nccn2Cc2cc(Cl)cc(Cl)c2)ccc1Cl. Reactants: CS(C)=O, COc1cc(O)ccc1Cl, ClCc1nccn1Cc1cc(Cl)cc(Cl)c1, Cl, Cl, [K+], [K+], O=C([O-])[O-], O. RXN SMILES: [CH3:36][S:37]([CH3:38])=[O:39].[Cl:18][c:19]1[c:20]([O:26][CH3:27])[cH:21][c:22]([OH:25])[cH:23][cH:24]1.[Cl:2][CH2:3][c:4]1[n:5]([CH2:9][c:10]2[cH:11][c:12]([Cl:17])[cH:13][c:14]([Cl:16])[cH:15]2)[cH:6][cH:7][n:8]1.[ClH:1].[ClH:34].[K+:28].[K+:29].[O-:30][C:31]([O-:32])=[O:33].[OH2:35]>>[CH2:3]([c:4]1[n:5]([CH2:9][c:10]2[cH:11][c:12]([Cl:17])[cH:13][c:14]([Cl:16])[cH:15]2)[cH:6][cH:7][n:8]1)[O:25][c:22]1[cH:21][c:20]([O:26][CH3:27])[c:19]([Cl:18])[cH:24][cH:23]1. Reactants: COC=1C=C2C(=NC=NC2=CC1OC)N1CCC(CC1)N1C(NC2=CC=CC(=C2C1=O)C)=O (3-[1-(6,7-dimethoxy-4-quinazolinyl)-4-piperidinyl]-1,2,3,4-tetrahydro-5-methyl-2,4-dioxoquinazoline), C(CC)I (propyl iodide). Yields the product COC=1C=C2C(=NC=NC2=CC1OC)N1CCC(CC1)N1C(N(C2=CC=CC(=C2C1=O)C)CCC)=O (3-[1-(6,7-Dimethoxy-4-quinazolinyl)-4-piperidinyl]-1,2,3,4-tetrahydro-5-methyl-2,4-dioxo-1-propyl-quinazoline). Isolated yield 73.0%. Reaction SMILES: [CH3:1][O:2][C:3]1[CH:4]=[C:5]2[C:10](=[CH:11][C:12]=1[O:13][CH3:14])[N:9]=[CH:8][N:7]=[C:6]2[N:15]1[CH2:20][CH2:19][CH:18]([N:21]2[C:30](=[O:31])[C:29]3[C:24](=[CH:25][CH:26]=[CH:27][C:28]=3[CH3:32])[NH:23][C:22]2=[O:33])[CH2:17][CH2:16]1.[CH2:34](I)[CH2:35][CH3:36]>>[CH3:1][O:2][C:3]1[CH:4]=[C:5]2[C:10](=[CH:11][C:12]=1[O:13][CH3:14])[N:9]=[CH:8][N:7]=[C:6]2[N:15]1[CH2:16][CH2:17][CH:18]([N:21]2[C:30](=[O:31])[C:29]3[C:24](=[CH:25][CH:26]=[CH:27][C:28]=3[CH3:32])[N:23]([CH2:34][CH2:35][CH3:36])[C:22]2=[O:33])[CH2:19][CH2:20]1. Procedure details: The procedure similar to that described in Example 1 was repeated, except that 300 mg (0.67 mmol) of Compound 100 was used in place of Compound 24 and propyl iodide was used in place of methyl iodide. As a result, 238.8 mg (yield: 73%) of Compound 58 was obtained as white crystals. Starting materials: C(C1=CC=CC=C1)OCCN1C2=C(C3=C([C@@H](C1=O)NC(C(C(=O)NCC(C(F)(F)F)(F)F)OCC)=O)C=CC=C3)C=CC=C2 (N—[(S)-5-(2-benzyloxy-ethyl)-6-oxo-6,7-dihydro-5H-dibenzo[b,d]azepin-7-yl]-2-ethoxy-N′-(2,2,3,3,3-pentafluoro-propyl)-malonamide), FC(CN)(C(F)(F)F)F (2,2,3,3,3-pentafluoropropylamine), solid. Product: C(C)OC(C(=O)N[C@H]1C2=C(C3=C(N(C1=O)CCO)C=CC=C3)C=CC=C2)C(=O)NCC(C(F)(F)F)(F)F (2-Ethoxy-N—[(S)-5-(2-hydroxy-ethyl)-6-oxo-6,7-dihydro-5H-dibenzo[b,d]azepin-7-yl]-N′-(2,2,3,3,3-pentafluoro-propyl)-malonamide). RXN SMILES: C([O:8][CH2:9][CH2:10][N:11]1[C:17](=[O:18])[C@@H:16]([NH:19][C:20](=[O:36])[CH:21]([O:33][CH2:34][CH3:35])[C:22]([NH:24][CH2:25][C:26]([F:32])([F:31])[C:27]([F:30])([F:29])[F:28])=[O:23])[C:15]2[CH:37]=[CH:38][CH:39]=[CH:40][C:14]=2[C:13]2[CH:41]=[CH:42][CH:43]=[CH:44][C:12]1=2)C1C=CC=CC=1.FC(F)(C(F)(F)F)CN>>[CH2:34]([O:33][CH:21]([C:22]([NH:24][CH2:25][C:26]([F:32])([F:31])[C:27]([F:30])([F:28])[F:29])=[O:23])[C:20]([NH:19][C@@H:16]1[C:17](=[O:18])[N:11]([CH2:10][CH2:9][OH:8])[C:12]2[CH:44]=[CH:43][CH:42]=[CH:41][C:13]=2[C:14]2[CH:40]=[CH:39][CH:38]=[CH:37][C:15]1=2)=[O:36])[CH3:35]. Procedure details: Using N—[(S)-5-(2-benzyloxy-ethyl)-6-oxo-6,7-dihydro-5H-dibenzo[b,d]azepin-7-yl]-2-ethoxy-N′-(2,2,3,3,3-pentafluoro-propyl)-malonamide and 2,2,3,3,3-pentafluoropropylamine, the title compound was prepared in the same manner as described for example 3. White solid (83%). MS: m/e=530(M+H+).